describe an organic reaction: reactants, conditions, products, and yield From a dataset of the Open Reaction Database (ORD), a public repository of structured organic reaction records. The reactants are O=S(Cl)Cl (SOCl2), C(C)C1=C(C(=CC=C1)CC)C1=CC(=C(C=N1)C(CCC)(CCC)O)OC (4-[6-(2,6-diethyl-phenyl)-4-methoxy-pyridin-3-yl]-heptan-4-ol). Solvent: N1=CC=CC=C1 (pyridine). Run at time 8 hour. The product is C(C)C1=C(C(=CC=C1)CC)C1=NC=C(C(=C1)OC)C(=CCC)CCC (2-(2,6-diethyl-phenyl)-4-methoxy-5-(1-propyl-but-1-enyl)-pyridine). As a reaction SMILES: O=S(Cl)Cl.[CH2:5]([C:7]1[CH:12]=[CH:11][CH:10]=[C:9]([CH2:13][CH3:14])[C:8]=1[C:15]1[N:20]=[CH:19][C:18]([C:21](O)([CH2:25][CH2:26][CH3:27])[CH2:22][CH2:23][CH3:24])=[C:17]([O:29][CH3:30])[CH:16]=1)[CH3:6]>N1C=CC=CC=1>[CH2:13]([C:9]1[CH:10]=[CH:11][CH:12]=[C:7]([CH2:5][CH3:6])[C:8]=1[C:15]1[CH:16]=[C:17]([O:29][CH3:30])[C:18]([C:21]([CH2:25][CH2:26][CH3:27])=[CH:22][CH2:23][CH3:24])=[CH:19][N:20]=1)[CH3:14]. Reported procedure: SOCl2 (0.5 mL) is added to a solution of 4-[6-(2,6-diethyl-phenyl)-4-methoxy-pyridin-3-yl]-heptan-4-ol in anhydrous pyridine (5 mL) at 0° C. under nitrogen. The resulting mixture is stirred at room temperature overnight. The volatile materials are removed in vacuo. The residue is treated with water (5 mL), aqueous Na2CO3 (5 mL), and ether. The organic layer is separated and the aqueous is extracted with ether (2×10 mL). The combined extract is washed with brine, dried, and concentrated in vacuo.... Procedure: The title compound was prepared from 4'-cyano-2'-methylbiphenyl-4-carboxylic acid (D15) and 6-(2-dimethylaminoethoxy)-5-methoxy-1H-indole (D13) using a similar procedure to Example 4 as a white solid mp 140°-142° C. (42%). Reactants: C(#N)C1=CC(=C(C=C1)C1=CC=C(C=C1)C(=O)O)C (4'-cyano-2'-methylbiphenyl-4-carboxylic acid), CN(CCOC1=C(C=C2C=CNC2=C1)OC)C (6-(2-dimethylaminoethoxy)-5-methoxy-1H-indole), C(C)(=O)C1=C(C=C(C=C1)C1=CC=C(C=C1)C(=O)O)C (4'-Acetyl-3'-methylbiphenyl-4-carboxylic acid). Yields the product C(#N)C1=CC(=C(C=C1)C1=CC=C(C=C1)C(=O)N1C=CC2=CC(=C(C=C12)OCCN(C)C)OC)C (1-(4'-Cyano-2'-methylbiphenyl-4-carbonyl)-6-(2-dimethylaminoethoxy)-5-methoxy-1H-indole). As a reaction SMILES: [C:1]([C:3]1[CH:8]=[CH:7][C:6]([C:9]2[CH:14]=[CH:13][C:12]([C:15]([OH:17])=O)=[CH:11][CH:10]=2)=[C:5]([CH3:18])[CH:4]=1)#[N:2].[CH3:19][N:20]([CH3:35])[CH2:21][CH2:22][O:23][C:24]1[CH:32]=[C:31]2[C:27]([CH:28]=[CH:29][NH:30]2)=[CH:26][C:25]=1[O:33][CH3:34].C(C1C=CC(C2C=CC(C(O)=O)=CC=2)=CC=1C)(=O)C>>[C:1]([C:3]1[CH:8]=[CH:7][C:6]([C:9]2[CH:10]=[CH:11][C:12]([C:15]([N:30]3[C:31]4[C:27](=[CH:26][C:25]([O:33][CH3:34])=[C:24]([O:23][CH2:22][CH2:21][N:20]([CH3:19])[CH3:35])[CH:32]=4)[CH:28]=[CH:29]3)=[O:17])=[CH:13][CH:14]=2)=[C:5]([CH3:18])[CH:4]=1)#[N:2]. Starting materials: OCCC1SC2=C(N(C=C1)S(=O)(=O)C1=CC=C(C=C1)N)C=CC=C2 (2-(2-Hydroxyethyl)-5-(4-aminobenzenesulfonyl)-1,5-benzothiazepine), C1(=CC=CC=C1)C1=C(C(=O)Cl)C=CC=C1 (2-phenylbenzoyl chloride), Example 25, C/C(=N\[Si](C)(C)C)/O[Si](C)(C)C (N,O-bis(trimethylsilyl)acetamide). Yields the product OCCC1SC2=C(N(C=C1)S(=O)(=O)C1=CC=C(C=C1)NC(C1=C(C=CC=C1)C1=CC=CC=C1)=O)C=CC=C2 (2-(2-Hydroxyethyl)-5-[4-(2-phenylbenzoylamino)-benzenesulfonyl]-1,5-benzothiazepine). RXN SMILES: [OH:1][CH2:2][CH2:3][CH:4]1[CH:10]=[CH:9][N:8]([S:11]([C:14]2[CH:19]=[CH:18][C:17]([NH2:20])=[CH:16][CH:15]=2)(=[O:13])=[O:12])[C:7]2[CH:21]=[CH:22][CH:23]=[CH:24][C:6]=2[S:5]1.C/C(/O[Si](C)(C)C)=N\[Si](C)(C)C.[C:37]1([C:43]2[CH:51]=[CH:50][CH:49]=[CH:48][C:44]=2[C:45](Cl)=[O:46])[CH:42]=[CH:41][CH:40]=[CH:39][CH:38]=1>>[OH:1][CH2:2][CH2:3][CH:4]1[CH:10]=[CH:9][N:8]([S:11]([C:14]2[CH:19]=[CH:18][C:17]([NH:20][C:45](=[O:46])[C:44]3[CH:48]=[CH:49][CH:50]=[CH:51][C:43]=3[C:37]3[CH:38]=[CH:39][CH:40]=[CH:41][CH:42]=3)=[CH:16][CH:15]=2)(=[O:13])=[O:12])[C:7]2[CH:21]=[CH:22][CH:23]=[CH:24][C:6]=2[S:5]1. Procedure details: Compound 4 as prepared in Example 25 (0.6 g, 1.5 mM) was treated with N,O-bis(trimethylsilyl)acetamide (0.65 g, 3.0 ml) then with 2-phenylbenzoyl chloride (0.39 g,1.8 mM) as described in Example 22 to yield the title product as a white solid. m.p. 1H NMR (300 MHz, CDCl3) δ7.92 (d, J=7.4 Hz, 1H); 7.60-7.04 (m, 17H); 3.76 (m, 2H); 2.89 (m, 1H); 2.08 (m, 1H); 1.90 (m, 1H); 1.64 (m, 4H). m/z (MH+)545 Starting materials: II (iodine), C[C@H](CCCC(C)C)[C@H]1CCC2[C@@]1(CCC3C2CC=C4[C@@]3(CCC(C4)OC(=O)Cl)C)C (cholesteryl chloroformate), CN(CCN)C (N,N-dimethylethylenediamine). As a reaction SMILES: [CH3:1][C@@H:2]([C@@H:9]1[C@@:13]2([CH3:31])[CH2:14][CH2:15][CH:16]3[C@@:21]4([CH3:30])[CH2:22][CH2:23][CH:24]([O:26][C:27](Cl)=[O:28])[CH2:25][C:20]4=[CH:19][CH2:18][CH:17]3[CH:12]2[CH2:11][CH2:10]1)[CH2:3][CH2:4][CH2:5][CH:6]([CH3:8])[CH3:7].[CH3:32][N:33]([CH3:37])[CH2:34][CH2:35][NH2:36].II>C(Cl)(Cl)Cl>[CH3:1][C@@H:2]([C@@H:9]1[C@@:13]2([CH3:31])[CH2:14][CH2:15][C@@H:16]3[C@@:21]4([CH3:30])[CH2:22][CH2:23][C@H:24]([O:26][C:27]([NH:36][CH2:35][CH2:34][N:33]([CH3:37])[CH3:32])=[O:28])[CH2:25][C:20]4=[CH:19][CH2:18][C@H:17]3[C@@H:12]2[CH2:11][CH2:10]1)[CH2:3][CH2:4][CH2:5][CH:6]([CH3:8])[CH3:7]. Solvent: C(Cl)(Cl)Cl (chloroform), C(Cl)(Cl)Cl (chloroform). Product: C[C@H](CCCC(C)C)[C@H]1CC[C@@H]2[C@@]1(CC[C@H]3[C@H]2CC=C4[C@@]3(CC[C@@H](C4)OC(=O)NCCN(C)C)C)C (3β[N-(N′,N′-dimethylaminoethane)-carbamoyl]cholesterol). Procedure details: Compound XIV was synthesized by mixing absolution of cholesteryl chloroformate (0.5 mmol) in chloroform with a solution of N,N-dimethylethylenediamine (9.1 mmol) in chloroform in a dry ice-ethanol bath. The solvent and the unreacted amine were removed in vacuo. Compound XIV was purified by two successive recrystallizations in ethanol. (Yield, 65%) TLC (chloroform:methanol=65:35) showed a single spot (Rf=0.37) when developed with iodine. The product was characterized by proton NMR.